Dataset: the Open Reaction Database (ORD), a public repository of structured organic reaction records. Task: describe an organic reaction: reactants, conditions, products, and yield The reactants are BrC=1C(=C(N(C1Br)CC1=CC=C(C=C1)F)CN(S(=O)(=O)C1=CC=C(C=C1)C)CC(=O)OCC)C(=O)OCC (ethyl 4,5-dibromo-1-(4-fluorobenzyl)-2-({(2-ethoxy-2-oxoethyl)[(4-methylphenyl) sulfonyl]amino}methyl)-1H-pyrrole-3-carboxylate), [Li+].C[Si](C)(C)[N-][Si](C)(C)C (LiHMDS). The solvent is C1CCOC1 (THF). The product is BrC1=C(C=2C(=CN=C(C2O)C(=O)OCC)N1CC1=CC=C(C=C1)F)Br (Ethyl 2,3-dibromo-1-(4-fluorobenzyl)-4-hydroxy-1H-pyrrolo[2,3-c]pyridine-5-carboxylate). Yield: 0.1%. RXN SMILES: [Br:1][C:2]1[C:3]([C:34]([O:36]CC)=O)=[C:4]([CH2:16][N:17]([CH2:28][C:29]([O:31][CH2:32][CH3:33])=[O:30])S(C2C=CC(C)=CC=2)(=O)=O)[N:5]([CH2:8][C:9]2[CH:14]=[CH:13][C:12]([F:15])=[CH:11][CH:10]=2)[C:6]=1[Br:7].[Li+].C[Si]([N-][Si](C)(C)C)(C)C>C1COCC1>[Br:7][C:6]1[N:5]([CH2:8][C:9]2[CH:14]=[CH:13][C:12]([F:15])=[CH:11][CH:10]=2)[C:4]2=[CH:16][N:17]=[C:28]([C:29]([O:31][CH2:32][CH3:33])=[O:30])[C:34]([OH:36])=[C:3]2[C:2]=1[Br:1] |f:1.2|. Procedure details: To a stirring solution of ethyl 4,5-dibromo-1-(4-fluorobenzyl)-2-({(2-ethoxy-2-oxoethyl)[(4-methylphenyl) sulfonyl]amino}methyl)-1H-pyrrole-3-carboxylate (124.2 g, 184.3 mol) in anhydrous THF (1.0 L) was added LiHMDS (405 mL, 1.0M in THF, 0.405 mol) at −78° C. over 1 h. The mixture was quenched with aq. NH4Cl, extracted with ethyl acetate. The organic layer was dried over Na2SO4, and concentrated. The residue was purified by column chromatography with etyl acetate/hexane (1/1, v:v) to ethyl acet... The reactants are CCC(C(=O)O)c1cccnc1, C1CCOC1, CCc1ccccc1, CCCCCCC, CI, CC(C)[N-]C(C)C, ClCCl, [Li+]. Product: CCC(C)(C(=O)O)c1cccnc1. RXN SMILES: [CH2:1]([CH3:2])[CH:3]([C:4](=[O:5])[OH:6])[c:7]1[cH:8][n:9][cH:10][cH:11][cH:12]1.[CH2:21]1[O:22][CH2:23][CH2:24][CH2:25]1.[CH2:33]([c:34]1[cH:35][cH:36][cH:37][cH:38][cH:39]1)[CH3:40].[CH3:26][CH2:27][CH2:28][CH2:29][CH2:30][CH2:31][CH3:32].[CH3:41][I:42].[CH:13]([N-:14][CH:15]([CH3:16])[CH3:17])([CH3:18])[CH3:19].[Cl:43][CH2:44][Cl:45].[Li+:20]>>[CH2:1]([CH3:2])[C:3]([C:4](=[O:5])[OH:6])([c:7]1[cH:8][n:9][cH:10][cH:11][cH:12]1)[CH3:13]. Starting materials: ClC=1C=CC2=C(C(=NCC(=N2)NN)C2=C(C=CC=C2)Cl)C1 (7-chloro-2-hydrazino-5-(o-chlorophenyl)-3H-1,4-benzodiazepine), O=C(C(=O)O)CC=C (2-oxo-4-pentenoic acid). Procedure details: In the manner given in Example 9, 7-chloro-2-hydrazino-5-(o-chlorophenyl)-3H-1,4-benzodiazepine can be stirred with 2-oxo-4-pentenoic acid at room temperature to give 7-chloro-2-[(1-carboxy-3-butenylidene)-hydrazino]-5-(o-chlorophenyl)-3H-1,4-benzodiazepine. As a reaction SMILES: [Cl:1][C:2]1[CH:3]=[CH:4][C:5]2[N:11]=[C:10]([NH:12][NH2:13])[CH2:9][N:8]=[C:7]([C:14]3[CH:19]=[CH:18][CH:17]=[CH:16][C:15]=3[Cl:20])[C:6]=2[CH:21]=1.O=[C:23]([CH2:27][CH:28]=[CH2:29])[C:24]([OH:26])=[O:25]>>[Cl:1][C:2]1[CH:3]=[CH:4][C:5]2[N:11]=[C:10]([NH:12][N:13]=[C:23]([C:24]([OH:26])=[O:25])[CH2:27][CH:28]=[CH2:29])[CH2:9][N:8]=[C:7]([C:14]3[CH:19]=[CH:18][CH:17]=[CH:16][C:15]=3[Cl:20])[C:6]=2[CH:21]=1. Yields the product ClC=1C=CC2=C(C(=NCC(=N2)NN=C(CC=C)C(=O)O)C2=C(C=CC=C2)Cl)C1 (7-chloro-2-[(1-carboxy-3-butenylidene)-hydrazino]-5-(o-chlorophenyl)-3H-1,4-benzodiazepine). Reactants: CC(C)(C)OC(=O)N1CCNCC1, CC(=O)O[BH-](OC(C)=O)OC(C)=O, O=C([O-])[O-], C1CCOC1, COc1ccc2c(ccn2S(=O)(=O)c2ccccc2)c1C=O, CC(=O)O, ClCCl, [Na+], [Na+], [Na+]. Yields the product COc1ccc2c(ccn2S(=O)(=O)c2ccccc2)c1CN1CCN(C(=O)OC(C)(C)C)CC1. Reaction SMILES: [C:23](=[O:24])([O:25][C:26]([CH3:27])([CH3:28])[CH3:29])[N:30]1[CH2:31][CH2:32][NH:33][CH2:34][CH2:35]1.[C:40]([O:41][BH-:42]([O:43][C:44](=[O:45])[CH3:46])[O:47][C:48](=[O:49])[CH3:50])(=[O:51])[CH3:52].[C:62](=[O:63])([O-:64])[O-:65].[CH2:54]1[O:55][CH2:56][CH2:57][CH2:58]1.[CH3:1][O:2][c:3]1[c:4]([CH:21]=[O:22])[c:5]2[cH:6][cH:7][n:8]([S:12](=[O:13])(=[O:14])[c:15]3[cH:16][cH:17][cH:18][cH:19][cH:20]3)[c:9]2[cH:10][cH:11]1.[CH3:36][C:37](=[O:38])[OH:39].[Cl:59][CH2:60][Cl:61].[Na+:53].[Na+:66].[Na+:67]>>[CH3:1][O:2][c:3]1[c:4]([CH2:21][N:33]2[CH2:32][CH2:31][N:30]([C:23](=[O:24])[O:25][C:26]([CH3:27])([CH3:28])[CH3:29])[CH2:35][CH2:34]2)[c:5]2[cH:6][cH:7][n:8]([S:12](=[O:13])(=[O:14])[c:15]3[cH:16][cH:17][cH:18][cH:19][cH:20]3)[c:9]2[cH:10][cH:11]1. Starting materials: CCOc1ccc(NS(=O)(=O)c2ccc(I)cc2)cc1N1CC(C)NC(C)C1, CCO, Cc1ccccc1, Cl, [Na+], [Na+], O=C([O-])[O-], OB(O)c1cccs1. Product: CCOc1ccc(NS(=O)(=O)c2ccc(-c3cccs3)cc2)cc1N1CC(C)NC(C)C1. RXN SMILES: [CH3:1][CH:2]1[CH2:3][N:4]([c:9]2[cH:10][c:11]([NH:18][S:19](=[O:20])(=[O:21])[c:22]3[cH:23][cH:24][c:25]([I:28])[cH:26][cH:27]3)[cH:12][cH:13][c:14]2[O:15][CH2:16][CH3:17])[CH2:5][CH:6]([CH3:8])[NH:7]1.[CH3:44][CH2:45][OH:46].[CH3:47][c:48]1[cH:49][cH:50][cH:51][cH:52][cH:53]1.[ClH:43].[Na+:37].[Na+:38].[O-:39][C:40](=[O:41])[O-:42].[s:29]1[c:30]([B:34]([OH:35])[OH:36])[cH:31][cH:32][cH:33]1>>[CH3:1][CH:2]1[CH2:3][N:4]([c:9]2[cH:10][c:11]([NH:18][S:19](=[O:20])(=[O:21])[c:22]3[cH:23][cH:24][c:25](-[c:30]4[s:29][cH:33][cH:32][cH:31]4)[cH:26][cH:27]3)[cH:12][cH:13][c:14]2[O:15][CH2:16][CH3:17])[CH2:5][CH:6]([CH3:8])[NH:7]1. The reactants are O=C([O-])[O-], COc1ccc(O)c2ccccc12, O=[N+]([O-])c1ccc(F)cc1, [K+], [K+], CN(C)C=O, O. The product is COc1ccc(Oc2ccc([N+](=O)[O-])cc2)c2ccccc12. As a reaction SMILES: [C:11](=[O:12])([O-:13])[O-:14].[CH3:17][O:18][c:19]1[cH:20][cH:21][c:22]([OH:29])[c:23]2[cH:24][cH:25][cH:26][cH:27][c:28]12.[F:1][c:2]1[cH:3][cH:4][c:5]([N+:8](=[O:9])[O-:10])[cH:6][cH:7]1.[K+:15].[K+:16].[O:31]=[CH:32][N:33]([CH3:34])[CH3:35].[OH2:30]>>[c:2]1([O:29][c:22]2[cH:21][cH:20][c:19]([O:18][CH3:17])[c:28]3[c:23]2[cH:24][cH:25][cH:26][cH:27]3)[cH:3][cH:4][c:5]([N+:8](=[O:9])[O-:10])[cH:6][cH:7]1. The reactants are COC(=O)C(=O)c1ccc(C(=O)NCCOc2ccc3ccccc3c2)cc1, CCCCCC, CC(C)=O, CO, [Na+], C1CCOC1, [OH-]. Yields the product O=C(O)C(=O)c1ccc(C(=O)NCCOc2ccc3ccccc3c2)cc1. RXN SMILES: [CH3:1][O:2][C:3]([C:4]([c:5]1[cH:6][cH:7][c:8]([C:11](=[O:12])[NH:13][CH2:14][CH2:15][O:16][c:17]2[cH:18][c:19]3[cH:20][cH:21][cH:22][cH:23][c:24]3[cH:25][cH:26]2)[cH:9][cH:10]1)=[O:27])=[O:28].[CH3:31][CH2:32][CH2:33][CH2:34][CH2:35][CH3:36].[CH3:37][C:38]([CH3:39])=[O:40].[CH3:41][OH:42].[Na+:30].[O:43]1[CH2:44][CH2:45][CH2:46][CH2:47]1.[OH-:29]>>[O:2]=[C:3]([C:4]([c:5]1[cH:6][cH:7][c:8]([C:11](=[O:12])[NH:13][CH2:14][CH2:15][O:16][c:17]2[cH:18][c:19]3[cH:20][cH:21][cH:22][cH:23][c:24]3[cH:25][cH:26]2)[cH:9][cH:10]1)=[O:27])[OH:28]. Reactants: Br, CC(C)(C)OC(=O)Nc1nccc(Cl)c1I, [Na+], [OH-], O. Product: Nc1nccc(Cl)c1I. As a reaction SMILES: [BrH:1].[Cl:2][c:3]1[c:4]([I:17])[c:5]([NH:9][C:10](=[O:11])[O:12][C:13]([CH3:14])([CH3:15])[CH3:16])[n:6][cH:7][cH:8]1.[Na+:19].[OH-:18].[OH2:20]>>[Cl:2][c:3]1[c:4]([I:17])[c:5]([NH2:9])[n:6][cH:7][cH:8]1. Starting materials: O=S(=O)(Nc1cccc(CO)c1)c1ccc(-c2ccc(Cl)cc2Cl)cc1, ClCCl. Product: O=Cc1cccc(NS(=O)(=O)c2ccc(-c3ccc(Cl)cc3Cl)cc2)c1. Reaction SMILES: [Cl:1][c:2]1[c:3](-[c:9]2[cH:10][cH:11][c:12]([S:15](=[O:16])(=[O:17])[NH:18][c:19]3[cH:20][c:21]([CH2:25][OH:26])[cH:22][cH:23][cH:24]3)[cH:13][cH:14]2)[cH:4][cH:5][c:6]([Cl:8])[cH:7]1.[Cl:27][CH2:28][Cl:29]>>[Cl:1][c:2]1[c:3](-[c:9]2[cH:10][cH:11][c:12]([S:15](=[O:16])(=[O:17])[NH:18][c:19]3[cH:20][c:21]([CH:25]=[O:26])[cH:22][cH:23][cH:24]3)[cH:13][cH:14]2)[cH:4][cH:5][c:6]([Cl:8])[cH:7]1.